This data is from the Open Reaction Database (ORD), a public repository of structured organic reaction records. The task is: describe an organic reaction: reactants, conditions, products, and yield Reactants: S(=O)(=O)(C)O (MsOH), ClC1=C(C=C(C=C1OC)Cl)SCC(CC(=O)OC)=O (methyl 4-((2,5-dichloro-3-methoxyphenyl)sulfanyl)-3-oxobutanoate), ice water. Conditions: temperature 0 celsius, time 10 minute. Product: COC(CC1=CSC2=C1C(=CC(=C2Cl)OC)Cl)=O (Methyl(4,7-dichloro-6-methoxy-1-benzothiophen-3-yl)acetate). The yield is 85.0%. RXN SMILES: S(O)(C)(=O)=O.[Cl:6][C:7]1[C:12]([O:13][CH3:14])=[CH:11][C:10]([Cl:15])=[CH:9][C:8]=1[S:16][CH2:17][C:18](=O)[CH2:19][C:20]([O:22][CH3:23])=[O:21]>>[CH3:23][O:22][C:20](=[O:21])[CH2:19][C:18]1[C:9]2[C:10]([Cl:15])=[CH:11][C:12]([O:13][CH3:14])=[C:7]([Cl:6])[C:8]=2[S:16][CH:17]=1. Procedure details: MsOH (4.5 mL) was added to methyl 4-((2,5-dichloro-3-methoxyphenyl)sulfanyl)-3-oxobutanoate (1.03 g) at 0° C. The mixture was stirred at 0° C. for 10 min and then at room temperature for 1.5 h. The mixture was poured into ice water and extracted with EtOAc. The organic layer was separated, washed successively with saturated aqueous NaHCO3 and brine, dried over MgSO4 and concentrated in vacuo. The residue was purified by silica gel column chromatography (EtOAc/hexane) to give a solid. The solid w... Reaction SMILES: [Cl:35][CH2:36][Cl:37].[F:1][c:2]1[cH:3][cH:4][c:5](-[c:8]2[cH:9][n:10]([C:21]([O:22][C:23]([CH3:24])([CH3:25])[CH3:26])=[O:27])[c:11]3[cH:12][c:13]([C:17](=[O:18])[O:19][CH3:20])[cH:14][cH:15][c:16]23)[cH:6][cH:7]1.[OH:28][C:29]([C:30]([F:31])([F:32])[F:33])=[O:34]>>[F:1][c:2]1[cH:3][cH:4][c:5](-[c:8]2[cH:9][nH:10][c:11]3[cH:12][c:13]([C:17](=[O:18])[O:19][CH3:20])[cH:14][cH:15][c:16]23)[cH:6][cH:7]1. The product is COC(=O)c1ccc2c(-c3ccc(F)cc3)c[nH]c2c1. Reactants: ClCCl, COC(=O)c1ccc2c(-c3ccc(F)cc3)cn(C(=O)OC(C)(C)C)c2c1, O=C(O)C(F)(F)F. Starting materials: N1=C(C=CC2=CC=CC=C12)COC1=NOC(=C1)CO (3-(2-quinolylmethoxy)-5-isoxazolylmethanol), S(=O)(Cl)Cl (thionyl chloride). Reaction conditions: time 1 hour. Product: ClCC1=CC(=NO1)OCC1=NC2=CC=CC=C2C=C1 (2-(5-chloromethyl-3-isoxazolyloxymethyl)quinoline). The yield is 98.0%. As a reaction SMILES: [N:1]1[C:10]2[C:5](=[CH:6][CH:7]=[CH:8][CH:9]=2)[CH:4]=[CH:3][C:2]=1[CH2:11][O:12][C:13]1[CH:17]=[C:16]([CH2:18]O)[O:15][N:14]=1.S(Cl)([Cl:22])=O>>[Cl:22][CH2:18][C:16]1[O:15][N:14]=[C:13]([O:12][CH2:11][C:2]2[CH:3]=[CH:4][C:5]3[C:10](=[CH:9][CH:8]=[CH:7][CH:6]=3)[N:1]=2)[CH:17]=1. Procedure details: A mixture of 3-(2-quinolylmethoxy)-5-isoxazolylmethanol (1.54 g) and thionyl chloride (5 ml) was stirred at room temperature for 1 hour. The reaction mixture was concentrated under reduced pressure, and saturated aqueous sodium bicarbonate solution was added to the residue, which was extracted with ethyl acetate. The ethyl acetate layer was washed with saturated aqueous sodium chloride solution, dried (MgSO4), and concentrated to obtain 2-(5-chloromethyl-3-isoxazolyloxymethyl)quinoline (1.61 g, ...